This data is from the Open Reaction Database (ORD), a public repository of structured organic reaction records. The task is: describe an organic reaction: reactants, conditions, products, and yield Reactants: O=C([O-])[O-], CCO, COC(=O)c1c[nH]c2cc(Br)ccc12, Cc1cc(O)ccc1B1OC(C)(C)C(C)(C)O1, Cl, [K+], [K+], CN(C)C=O, O, c1ccc(P(c2ccccc2)(c2ccccc2)[Pd](P(c2ccccc2)(c2ccccc2)c2ccccc2)(P(c2ccccc2)(c2ccccc2)c2ccccc2)P(c2ccccc2)(c2ccccc2)c2ccccc2)cc1. Yields the product COC(=O)c1c[nH]c2cc(-c3ccc(O)cc3C)ccc12. As a reaction SMILES: [C:32](=[O:33])([O-:34])[O-:35].[CH3:117][CH2:118][OH:119].[CH3:18][O:19][C:20](=[O:21])[c:22]1[cH:23][nH:24][c:25]2[cH:26][c:27]([Br:31])[cH:28][cH:29][c:30]12.[CH3:1][c:2]1[cH:3][c:4]([OH:17])[cH:5][cH:6][c:7]1[B:8]1[O:9][C:10]([CH3:11])([CH3:12])[C:13]([CH3:14])([CH3:15])[O:16]1.[ClH:38].[K+:36].[K+:37].[O:120]=[CH:121][N:122]([CH3:123])[CH3:124].[OH2:39].[cH:40]1[cH:41][cH:42][c:43]([P:44]([Pd:45]([P:46]([c:47]2[cH:48][cH:49][cH:50][cH:51][cH:52]2)([c:53]2[cH:54][cH:55][cH:56][cH:57][cH:58]2)[c:59]2[cH:60][cH:61][cH:62][cH:63][cH:64]2)([P:65]([c:66]2[cH:67][cH:68][cH:69][cH:70][cH:71]2)([c:72]2[cH:73][cH:74][cH:75][cH:76][cH:77]2)[c:78]2[cH:79][cH:80][cH:81][cH:82][cH:83]2)[P:84]([c:85]2[cH:86][cH:87][cH:88][cH:89][cH:90]2)([c:91]2[cH:92][cH:93][cH:94][cH:95][cH:96]2)[c:97]2[cH:98][cH:99][cH:100][cH:101][cH:102]2)([c:103]2[cH:104][cH:105][cH:106][cH:107][cH:108]2)[c:109]2[cH:110][cH:111][cH:112][cH:113][cH:114]2)[cH:115][cH:116]1>>[CH3:1][c:2]1[cH:3][c:4]([OH:17])[cH:5][cH:6][c:7]1-[c:27]1[cH:26][c:25]2[nH:24][cH:23][c:22]([C:20]([O:19][CH3:18])=[O:21])[c:30]2[cH:29][cH:28]1. Starting materials: COc1cc(N)cc(OC)c1, CCOC(=O)C(F)(F)F, C1CCOC1. The product is COc1cc(NC(=O)C(F)(F)F)cc(OC)c1. RXN SMILES: [CH3:1][O:2][c:3]1[cH:4][c:5]([NH2:6])[cH:7][c:8]([O:10][CH3:11])[cH:9]1.[F:12][C:13]([C:14](=[O:15])[O:16][CH2:17][CH3:18])([F:19])[F:20].[O:21]1[CH2:22][CH2:23][CH2:24][CH2:25]1>>[CH3:1][O:2][c:3]1[cH:4][c:5]([NH:6][C:14]([C:13]([F:12])([F:19])[F:20])=[O:15])[cH:7][c:8]([O:10][CH3:11])[cH:9]1. The reactants are S1C=C(C=C1)C=1C=C(/C=C/C(=O)OCC)C=CC1 (ethyl (E)-3-(3-thienyl)cinnamate), [H-].[Al+3].[Li+].[H-].[H-].[H-] (lithium aluminum hydride), P(Br)(Br)Br (phosphorus tribromide). Product: S1C=C(C=C1)C=1C=C(C=CC1)/C=C/CBr ((E)-3-[3-(3-thienyl)phenyl]-2-propenyl bromide). RXN SMILES: [S:1]1[CH:5]=[CH:4][C:3]([C:6]2[CH:7]=[C:8]([CH:16]=[CH:17][CH:18]=2)/[CH:9]=[CH:10]/[C:11](OCC)=O)=[CH:2]1.[H-].[Al+3].[Li+].[H-].[H-].[H-].P(Br)(Br)[Br:26]>>[S:1]1[CH:5]=[CH:4][C:3]([C:6]2[CH:7]=[C:8](/[CH:9]=[CH:10]/[CH2:11][Br:26])[CH:16]=[CH:17][CH:18]=2)=[CH:2]1 |f:1.2.3.4.5.6|. Procedure details: 1.0 g of the resulting ester compound was reduced in a customary manner with lithium aluminum hydride, and then brominated by phosphorus tribromide. 0.7 g of (E)-3-[3-(3-thienyl)phenyl]-2-propenyl bromide obtained thus was dissolved in 10 ml of dimethylformamide, and 0.6 g of potassium phthalimide was added. The mixture was stirred overnight at room temperature, and the solution was worked up in a customary manner to give (E)-N-[3-[3-(3-thienyl)phenyl]-2-propenyl] phthalimide. 0.7 g of the resul...